From a dataset of the Open Reaction Database (ORD), a public repository of structured organic reaction records. describe an organic reaction: reactants, conditions, products, and yield The reactants are [O-][I+3]([O-])([O-])[O-], [Na+], COC(=O)N1CCC(CO)CC1CC(C)(C)C, Cl[Ru](Cl)Cl. Yields the product COC(=O)N1CCC(C(=O)O)CC1CC(C)(C)C. RXN SMILES: [I+3:18]([O-:19])([O-:20])([O-:21])[O-:22].[Na+:23].[OH:1][CH2:2][CH:3]1[CH2:4][CH:5]([CH2:13][C:14]([CH3:15])([CH3:16])[CH3:17])[N:6]([C:9](=[O:10])[O:11][CH3:12])[CH2:7][CH2:8]1.[Ru:24]([Cl:25])([Cl:26])[Cl:27]>>[O:1]=[C:2]([CH:3]1[CH2:4][CH:5]([CH2:13][C:14]([CH3:15])([CH3:16])[CH3:17])[N:6]([C:9](=[O:10])[O:11][CH3:12])[CH2:7][CH2:8]1)[OH:19]. The solvent is C(C)O (ethanol). RXN SMILES: [CH:1]1([C:5](=[O:9])[CH2:6][C:7]#[N:8])[CH2:4][CH2:3][CH2:2]1.[CH3:10][N:11]=[C:12]=[O:13]>C(O)C>[CH:1]1([C:5](=[O:9])[CH:6]([C:12](=[O:13])[NH:11][CH3:10])[C:7]#[N:8])[CH2:4][CH2:3][CH2:2]1. Yield: 77.9%. Reported procedure: β-Cyclobutyl-β-oxopropionitrile (2.25 g, 18.3 mmoles) [prepared in Step A]was reacted with methyl isocyanate (1.10 g, 19.2 mmoles) according to the general procedure of Example 1, Step B to yield 2.57 g of the title compound as a white solid afater recrysstallization from 50% aqueous ethanol, mp 81°-83° C. Starting materials: C1(CCC1)C(CC#N)=O (β-Cyclobutyl-β-oxopropionitrile), CN=C=O (methyl isocyanate). Product: C1(CCC1)C(C(C#N)C(NC)=O)=O (β-Cyclobutyl-β-oxo-α-methylcarbamoylpropionitrile). The reactants are ClC1=CC=C(C=C1)C1=C(C=NN1C1=CC=CC=C1)CC#N ((5-p-chlorophenyl-1-phenyl-pyrazol-4-yl)-acetonitrile), [N-]=[N+]=[N-].[Na+] (sodium azide), [NH4+].[Cl-] (NH4Cl). The solvent is CN(C)C=O (DMF). The product is ClC1=CC=C(C=C1)C1=C(C=NN1C1=CC=CC=C1)CC1=NN=NN1 (5-p-chlorophenyl-1-phenyl-4-(tetrazol-5-ylmethyl)-pyrazole). RXN SMILES: [Cl:1][C:2]1[CH:7]=[CH:6][C:5]([C:8]2[N:12]([C:13]3[CH:18]=[CH:17][CH:16]=[CH:15][CH:14]=3)[N:11]=[CH:10][C:9]=2[CH2:19][C:20]#[N:21])=[CH:4][CH:3]=1.[N-:22]=[N+:23]=[N-:24].[Na+].[NH4+].[Cl-]>CN(C=O)C>[Cl:1][C:2]1[CH:3]=[CH:4][C:5]([C:8]2[N:12]([C:13]3[CH:18]=[CH:17][CH:16]=[CH:15][CH:14]=3)[N:11]=[CH:10][C:9]=2[CH2:19][C:20]2[NH:24][N:23]=[N:22][N:21]=2)=[CH:6][CH:7]=1 |f:1.2,3.4|. Reported procedure: A mixture of 29.4 g of (5-p-chlorophenyl-1-phenyl-pyrazol-4-yl)-acetonitrile, 8.06 g of sodium azide, 6.64 g of NH4Cl and 140 ml of dry DMF is heated at 120° for 17 hours, with stirring, and is then evaporated. After the customary working up, 5-p-chlorophenyl-1-phenyl-4-(tetrazol-5-ylmethyl)-pyrazole is obtained; m.p. 230°-232°. The reactants are CC(=O)O[BH-](OC(C)=O)OC(C)=O, O=C([O-])O, CC(=O)O, NC1CCN(Cc2ccc(Cl)c(Cl)c2)CC1, ClCCl, [Na+], [Na+], O, O=CCCc1cccnc1. Product: Clc1ccc(CN2CCC(NCCCc3cccnc3)CC2)cc1Cl. Reaction SMILES: [C:27]([O:28][BH-:29]([O:30][C:31](=[O:32])[CH3:33])[O:34][C:35](=[O:36])[CH3:37])(=[O:38])[CH3:39].[C:41](=[O:42])([OH:43])[O-:44].[CH3:50][C:51](=[O:52])[OH:53].[Cl:1][c:2]1[cH:3][c:4]([CH2:5][N:6]2[CH2:7][CH2:8][CH:9]([NH2:12])[CH2:10][CH2:11]2)[cH:13][cH:14][c:15]1[Cl:16].[Cl:46][CH2:47][Cl:48].[Na+:40].[Na+:45].[OH2:49].[n:17]1[cH:18][c:19]([CH2:23][CH2:24][CH:25]=[O:26])[cH:20][cH:21][cH:22]1>>[Cl:1][c:2]1[cH:3][c:4]([CH2:5][N:6]2[CH2:7][CH2:8][CH:9]([NH:12][CH2:25][CH2:24][CH2:23][c:19]3[cH:18][n:17][cH:22][cH:21][cH:20]3)[CH2:10][CH2:11]2)[cH:13][cH:14][c:15]1[Cl:16]. Starting materials: acid chloride, COC(C)C1=CC=C(C(=O)O)C=C1 ((-)-4-(1-methoxyethyl)benzoic acid), C(C(=O)Cl)(=O)Cl (oxalyl chloride), C(CCCCCCC)OC1=CC=C(C=C1)O (4-(octyloxy)phenol), N1=CC=CC=C1 (pyridine). Run in C1(=CC=CC=C1)C (toluene). Conditions: time 1 hour. The product is COC(C)C1=CC=C(C(=O)OC2=CC=C(C=C2)OCCCCCCCC)C=C1 ((-)-4-(octyloxy)phenyl 4-(1-methoxyethyl)-benzoate). Yield: 98.3%. RXN SMILES: [CH3:1][O:2][CH:3]([C:5]1[CH:13]=[CH:12][C:8]([C:9]([OH:11])=[O:10])=[CH:7][CH:6]=1)[CH3:4].C(Cl)(=O)C(Cl)=O.[CH2:20]([O:28][C:29]1[CH:34]=[CH:33][C:32](O)=[CH:31][CH:30]=1)[CH2:21][CH2:22][CH2:23][CH2:24][CH2:25][CH2:26][CH3:27].N1C=CC=CC=1>C1(C)C=CC=CC=1>[CH3:1][O:2][CH:3]([C:5]1[CH:13]=[CH:12][C:8]([C:9]([O:11][C:32]2[CH:33]=[CH:34][C:29]([O:28][CH2:20][CH2:21][CH2:22][CH2:23][CH2:24][CH2:25][CH2:26][CH3:27])=[CH:30][CH:31]=2)=[O:10])=[CH:7][CH:6]=1)[CH3:4]. Procedure details: An acid chloride prepared from 1.80 g (10 mmol) of (-)-4-(1-methoxyethyl)benzoic acid and oxalyl chloride was added to a solution comprising 2.66 g (12 mmol) of 4-(octyloxy)phenol, 10 g of pyridine and 30 g of toluene at room temperature. The mixed solution was stirred at the same temperature for one hour and then at 40° C. -50° C. for 2 hours. The resulting reaction mixture was treated and purified according to Example 1 to obtain 3.78 g (98.5% yield) of (-)-4-(octyloxy)phenyl 4-(1-methoxyethyl... The reactants are N1N=CC2=CC=C(C=C12)C(CCO)C=1C=NC=CC1 (3-(1H-Indazol-6-yl)-3-pyridin-3-yl-propan-1-ol), 3-(1H-Indazol-6-yl)-3-pyridin-3-yl-acrylic acid ethyl ester CCXXXI, solution, [H-].[H-].[H-].[H-].[Li+].[Al+3] (LiAlH4). The solvent is C1CCOC1 (THF). Reaction conditions: time 1 hour. Yields the product N1N=CC2=CC=C(C=C12)C(=CCO)C=1C=NC=CC1 (3-(1H-Indazol-6-yl)-3-pyridin-3-yl-prop-2-en-1-ol), foam. The yield is 18.0%. Reaction SMILES: [H-].[H-].[H-].[H-].[Li+].[Al+3].[NH:7]1[C:15]2[C:10](=[CH:11][CH:12]=[C:13]([CH:16]([C:20]3[CH:21]=[N:22][CH:23]=[CH:24][CH:25]=3)[CH2:17][CH2:18][OH:19])[CH:14]=2)[CH:9]=[N:8]1>C1COCC1>[NH:7]1[C:15]2[C:10](=[CH:11][CH:12]=[C:13]([C:16]([C:20]3[CH:21]=[N:22][CH:23]=[CH:24][CH:25]=3)=[CH:17][CH2:18][OH:19])[CH:14]=2)[CH:9]=[N:8]1 |f:0.1.2.3.4.5|. Procedure details: To a −78° C. solution of 3-(1H-Indazol-6-yl)-3-pyridin-3-yl-acrylic acid ethyl ester CCXXXI (415 mg, 1.42 mmol) in THF (30 ml) was added 1 M solution of LiAlH4 (in THF, 2.81 ml) dropwise. The reaction mixture was stirred at room temperature for 1 hour and was quenched by addition of freshly ground Na2SO4.10H2O (2 g). After stirring for 30 minutes, the solid residue was filtered off and washed with EtOAc. The filtrate was dried over MgSO4, filtered, concentrated, and purified via flash chromatogr... Starting materials: N1=C(C=CC=C1)[C@H](CC1CCCCC1)N (1-(+)-(S)-(2-pyridyl)-2-cyclohexylethylamine), ClC=1OC2=C(N1)C=C(C=C2)C (2-chloro-5-methylbenzoxazole), C(C)(C)N(CC)C(C)C (diisopropylethylamine). Solvent: C(Cl)Cl (methylene chloride). The product is C1(CCCCC1)CC(C1=NC=CC=C1)NC=1OC2=C(N1)C=C(C=C2)C ((2-cyclohexyl-1-(2-pyridyl)ethylamino]-5-methylbenzoxazole). Reaction SMILES: [N:1]1[CH:6]=[CH:5][CH:4]=[CH:3][C:2]=1[C@@H:7]([NH2:15])[CH2:8][CH:9]1[CH2:14][CH2:13][CH2:12][CH2:11][CH2:10]1.Cl[C:17]1[O:18][C:19]2[CH:25]=[CH:24][C:23]([CH3:26])=[CH:22][C:20]=2[N:21]=1.C(N(C(C)C)CC)(C)C>C(Cl)Cl>[CH:9]1([CH2:8][CH:7]([NH:15][C:17]2[O:18][C:19]3[CH:25]=[CH:24][C:23]([CH3:26])=[CH:22][C:20]=3[N:21]=2)[C:2]2[CH:3]=[CH:4][CH:5]=[CH:6][N:1]=2)[CH2:10][CH2:11][CH2:12][CH2:13][CH2:14]1. Procedure: To a solution of 132.8 g (0.65 moles) 1-(+)-(S)-(2-pyridyl)-2-cyclohexylethylamine in 550 mL methylene chloride was added 109 g (0.65 moles) 2-chloro-5-methylbenzoxazole followed by 168 g (1.3 moles) diisopropylethylamine. The reaction mixture was heated to reflux for 5-40 hours, cooled and concentrated under reduced pressure. The mixture was dissolved in 2 L of ethanol. Addition of 2-3 L of water gave crude [(2-cyclohexyl-1-(2-pyridyl)ethylamino]-5-methylbenzoxazole. Recrystallization from etha... The reactants are OCCCO, Cc1ccccc1, O=Cc1ccc(O)c([N+](=O)[O-])c1, Cc1ccc(S(=O)(=O)O)cc1. The product is O=[N+]([O-])c1cc(C2OCCCO2)ccc1O. RXN SMILES: [CH2:13]([CH2:14][CH2:15][OH:16])[OH:17].[CH3:29][c:30]1[cH:31][cH:32][cH:33][cH:34][cH:35]1.[OH:1][c:2]1[c:3]([N+:10](=[O:11])[O-:12])[cH:4][c:5]([CH:6]=[O:7])[cH:8][cH:9]1.[c:18]1([CH3:19])[cH:20][cH:21][c:22]([S:23]([OH:24])(=[O:25])=[O:26])[cH:27][cH:28]1>>[OH:1][c:2]1[c:3]([N+:10](=[O:11])[O-:12])[cH:4][c:5]([CH:6]2[O:7][CH2:13][CH2:14][CH2:15][O:16]2)[cH:8][cH:9]1. Reactants: O=[N+]([O-])c1ccc(Br)cc1, [K+], [K+], O=C([O-])[O-], CN(C)C=O, O, O=Cc1ccc(O)cc1. Yields the product O=Cc1ccc(Oc2ccc([N+](=O)[O-])cc2)cc1. Reaction SMILES: [Br:16][c:17]1[cH:18][cH:19][c:20]([N+:23](=[O:24])[O-:25])[cH:21][cH:22]1.[K+:10].[K+:11].[O-:12][C:13]([O-:14])=[O:15].[O:27]=[CH:28][N:29]([CH3:30])[CH3:31].[OH2:26].[OH:1][c:2]1[cH:3][cH:4][c:5]([CH:6]=[O:7])[cH:8][cH:9]1>>[O:1]([c:2]1[cH:3][cH:4][c:5]([CH:6]=[O:7])[cH:8][cH:9]1)[c:17]1[cH:18][cH:19][c:20]([N+:23](=[O:24])[O-:25])[cH:21][cH:22]1.